From a dataset of the Open Reaction Database (ORD), a public repository of structured organic reaction records. describe an organic reaction: reactants, conditions, products, and yield The reactants are CCOC(=O)CC(C)=O, CC(=O)[O-], CCO, Cl, O=N[O-], Nc1ccccc1, [Na+], [Na+], O. The product is CCOC(=O)C(=NNc1ccccc1)C(C)=O. Reaction SMILES: [C:12]([CH2:13][C:14](=[O:15])[CH3:16])(=[O:17])[O:18][CH2:19][CH3:20].[CH3:22][C:23](=[O:24])[O-:25].[CH3:28][CH2:29][OH:30].[ClH:27].[N:8]([O-:9])=[O:10].[NH2:1][c:2]1[cH:3][cH:4][cH:5][cH:6][cH:7]1.[Na+:11].[Na+:21].[OH2:26]>>[NH:1]([c:2]1[cH:3][cH:4][cH:5][cH:6][cH:7]1)[N:8]=[C:13]([C:12](=[O:17])[O:18][CH2:19][CH3:20])[C:14](=[O:15])[CH3:16]. The reactants are COC=1C=C2C(=CN(C2=CC1OC)C)C1=CC=2C(=NC=CC2CN(CC)CC)N1S(=O)(=O)C1=CC=C(C=C1)C ([2-(5,6-dimethoxy-1-methyl-1H-indol-3-yl)-1-(toluene-4-sulfonyl)-1H-pyrrolo[2,3-b]pyrid-4-ylmethyl]diethylamine), [OH-].[K+] (potassium hydroxide). Yields the product COC=1C=C2C(=CN(C2=CC1OC)C)C1=CC=2C(=NC=CC2CN(CC)CC)N1 ([2-(5,6-dimethoxy-1-methyl-1H-indol-3-yl)-1H-pyrrolo[2,3-b]pyrid-4-ylmethyl]diethylamine). The yield is 78.9%. Reaction SMILES: [CH3:1][O:2][C:3]1[CH:4]=[C:5]2[C:9](=[CH:10][C:11]=1[O:12][CH3:13])[N:8]([CH3:14])[CH:7]=[C:6]2[C:15]1[N:29](S(C2C=CC(C)=CC=2)(=O)=O)[C:18]2=[N:19][CH:20]=[CH:21][C:22]([CH2:23][N:24]([CH2:27][CH3:28])[CH2:25][CH3:26])=[C:17]2[CH:16]=1.[OH-].[K+]>>[CH3:1][O:2][C:3]1[CH:4]=[C:5]2[C:9](=[CH:10][C:11]=1[O:12][CH3:13])[N:8]([CH3:14])[CH:7]=[C:6]2[C:15]1[NH:29][C:18]2=[N:19][CH:20]=[CH:21][C:22]([CH2:23][N:24]([CH2:25][CH3:26])[CH2:27][CH3:28])=[C:17]2[CH:16]=1 |f:1.2|. Procedure details: [2-(5,6-Dimethoxy-1-methyl-1H-indol-3-yl)-1H-pyrrolo[2,3-b]pyrid-4-ylmethyl]diethylamine is prepared as described in Example 179a starting with 0.060 g of [2-(5,6-dimethoxy-1-methyl-1H-indol-3-yl)-1-(toluene-4-sulfonyl)-1H-pyrrolo[2,3-b]pyrid-4-ylmethyl]diethylamine instead of the [2-(5,6-dimethoxy-1-methyl-1H-indol-3-yl)-1-(toluene-4-sulfonyl)-1H-pyrrolo[2,3-b]pyrid-4-ylmethyl](4-trifluoromethylsulfanylbenzyl)amine used in Example 179a and 0.44 cm3 of 5N potassium hydroxide. 0.034 g of [2-(5,6-...